From a dataset of the Open Reaction Database (ORD), a public repository of structured organic reaction records. describe an organic reaction: reactants, conditions, products, and yield Starting materials: OC=1C=C(C=CC1)CC1CCCC=C1C=1OC(=C(N1)C1=CC=CC=C1)C1=CC=CC=C1 (2-[6-[(3-hydroxyphenyl)methyl]-1-cyclohexen-1-yl]-4,5-diphenyloxazole), BrCC(=O)OCC (ethyl bromoacetate), C([O-])([O-])=O.[K+].[K+] (potassium carbonate). The solvent is CN(C=O)C (N,N-dimethylformamide). Conditions: time 3 day. The product is C1(=CC=CC=C1)C=1N=C(OC1C1=CC=CC=C1)C=1C(CCCC1)CC=1C=C(OCC(=O)OCC)C=CC1 (ethyl [3-[[2-(4,5-diphenyl-2-oxazolyl)-2-cyclohexen-1-yl]methyl]phenoxy]acetate). Yield: 79.0%. RXN SMILES: [OH:1][C:2]1[CH:3]=[C:4]([CH2:8][CH:9]2[C:14]([C:15]3[O:16][C:17]([C:26]4[CH:31]=[CH:30][CH:29]=[CH:28][CH:27]=4)=[C:18]([C:20]4[CH:25]=[CH:24][CH:23]=[CH:22][CH:21]=4)[N:19]=3)=[CH:13][CH2:12][CH2:11][CH2:10]2)[CH:5]=[CH:6][CH:7]=1.Br[CH2:33][C:34]([O:36][CH2:37][CH3:38])=[O:35].C(=O)([O-])[O-].[K+].[K+]>CN(C)C=O>[C:20]1([C:18]2[N:19]=[C:15]([C:14]3[CH:9]([CH2:8][C:4]4[CH:3]=[C:2]([CH:7]=[CH:6][CH:5]=4)[O:1][CH2:33][C:34]([O:36][CH2:37][CH3:38])=[O:35])[CH2:10][CH2:11][CH2:12][CH:13]=3)[O:16][C:17]=2[C:26]2[CH:31]=[CH:30][CH:29]=[CH:28][CH:27]=2)[CH:21]=[CH:22][CH:23]=[CH:24][CH:25]=1 |f:2.3.4|. Reported procedure: A suspension of 2-[6-[(3-hydroxyphenyl)methyl]-1-cyclohexen-1-yl]-4,5-diphenyloxazole (885 mg), ethyl bromoacetate (399 mg), and potassium carbonate (360 mg) in N,N-dimethylformamide was stirred at room temperature for 3 days and partitioned between ethyl acetate and water. The organic layer was separated, washed with water (twice) and brine, dried over magnesium sulfate, and evaporated in vacuo. The oily residue was purified by column chromatography on silica gel (n-hexane--ethyl acetate (20:1)... Reported procedure: A mixture of (7R,8aS)-N-(2-choro-5-fluoropyrimidin-4-yl)-octahydro-5,5-dimethylindolizin-7-amine (36 mg, 0.12 mmol, 1 equiv), 8-amino-4,4-bis(methoxymethyl)-4H-tetrazolo[5,1-c]-[1,4]-benzoxazine (40 mg, 0.14 mmol, 1.2 equiv) and pTsOH.H2O (46 mg, 0.24 mmol, 2.0 equiv) in isopropanol (1.0 mL) was heated at 100° C. overnight in a sealed vial. After allowing to cool to room temperature, the solvent was removed and the residue was purified by column chromatography using a mixture of DCM/2N NH3 in Me... Conditions: temperature 100 celsius. Run in C(C)(C)O (isopropanol). Reaction SMILES: Cl[C:2]1[N:7]=[C:6]([NH:8][C@@H:9]2[CH2:17][C@H:16]3[N:12]([CH2:13][CH2:14][CH2:15]3)[C:11]([CH3:19])([CH3:18])[CH2:10]2)[C:5]([F:20])=[CH:4][N:3]=1.[NH2:21][C:22]1[CH:23]=[CH:24][C:25]2[O:30][C:29]([CH2:34][O:35][CH3:36])([CH2:31][O:32][CH3:33])[C:28]3=[N:37][N:38]=[N:39][N:27]3[C:26]=2[CH:40]=1.CC1C=CC(S(O)(=O)=O)=CC=1.O>C(O)(C)C>[CH3:33][O:32][CH2:31][C:29]1([CH2:34][O:35][CH3:36])[C:28]2=[N:37][N:38]=[N:39][N:27]2[C:26]2[CH:40]=[C:22]([NH:21][C:2]3[N:7]=[C:6]([NH:8][C@@H:9]4[CH2:17][C@H:16]5[N:12]([CH2:13][CH2:14][CH2:15]5)[C:11]([CH3:19])([CH3:18])[CH2:10]4)[C:5]([F:20])=[CH:4][N:3]=3)[CH:23]=[CH:24][C:25]=2[O:30]1 |f:2.3|. Reactants: ClC1=NC=C(C(=N1)N[C@H]1CC(N2CCC[C@H]2C1)(C)C)F ((7R,8aS)-N-(2-choro-5-fluoropyrimidin-4-yl)-octahydro-5,5-dimethylindolizin-7-amine), NC=1C=CC2=C(N3C(C(O2)(COC)COC)=NN=N3)C1 (8-amino-4,4-bis(methoxymethyl)-4H-tetrazolo[5,1-c]-[1,4]-benzoxazine), CC=1C=CC(=CC1)S(=O)(=O)O.O (pTsOH.H2O). Product: COCC1(OC2=C(N3C1=NN=N3)C=C(C=C2)NC2=NC=C(C(=N2)N[C@H]2CC(N3CCC[C@H]3C2)(C)C)F)COC (N2-(4,5-dihydro-4,4-bis(methoxymethyl)tetrazolo[5,1-c][1,4]benzoxazin-8-yl)-N4-((7R,8aS)-octahydro-5,5-dimethylindolizin-7-yl)-5-fluoropyrimidin-2,4-diamine).